From a dataset of the Open Reaction Database (ORD), a public repository of structured organic reaction records. describe an organic reaction: reactants, conditions, products, and yield Starting materials: OC1=C(C(=O)OC)C=C(C=C1)N (Methyl 2-hydroxy-5-aminobenzoate), C(C1=CC=CC=C1)=O (benzaldehyde), ice water. Solvent: C(C)O (ethanol). Reaction conditions: temperature 100 celsius. Product: OC1=C(C(=O)OC)C=C(C=C1)N=CC1=CC=CC=C1 (Methyl 2-hydroxy-5benzylideneaminobenzoate). The yield is 68.7%. As a reaction SMILES: [OH:1][C:2]1[CH:11]=[CH:10][C:9]([NH2:12])=[CH:8][C:3]=1[C:4]([O:6][CH3:7])=[O:5].[CH:13](=O)[C:14]1[CH:19]=[CH:18][CH:17]=[CH:16][CH:15]=1>C(O)C>[OH:1][C:2]1[CH:11]=[CH:10][C:9]([N:12]=[CH:13][C:14]2[CH:19]=[CH:18][CH:17]=[CH:16][CH:15]=2)=[CH:8][C:3]=1[C:4]([O:6][CH3:7])=[O:5]. Procedure details: Methyl 2-hydroxy-5-aminobenzoate (43.6 g, 0.261 mole) was dissolved in benzaldehyde (26.6 ml, 0.26 mole) by heating to 100° C. for 10 minutes and cooled with ice-water after which 95% ethanol (40 ml) was added, and the resulting crystalline material was isolated by filtration. The product was recrystallized from 96% ethanol to give the title compound (45.6 g, 69%), m.p. 58°-59° C. Found (Calc. for C15H13NO3) C 70.60 (70.58), H 5.06 (5.10), N 5.50 (5.49). Yield: 53.3%. Reactants: C(=O)([O-])[O-].[Na+].[Na+] (Na2CO3), CC1(OB(OC1(C)C)C1=CC=C(OCC2=NC3=CC=CC=C3C=C2)C=C1)C (2-((4-(4,4,5,5-tetramethyl-1,3,2-dioxaborolan-2-yl)phenoxy)methyl)quinoline), BrC=1C(N(C(C1N1CCC(CC1)=O)=O)C)=O (3-bromo-1-methyl-4-(4-oxopiperidin-1-yl)-1H-pyrrole-2,5-dione). Reagents/catalysts: C=1C=CC(=CC1)[P](C=2C=CC=CC2)(C=3C=CC=CC3)[Pd]([P](C=4C=CC=CC4)(C=5C=CC=CC5)C=6C=CC=CC6)([P](C=7C=CC=CC7)(C=8C=CC=CC8)C=9C=CC=CC9)[P](C=1C=CC=CC1)(C=1C=CC=CC1)C=1C=CC=CC1 (Pd(PPh3)4). Reported procedure: To a room temperature, stirred solution of 3-bromo-1-methyl-4-(4-oxopiperidin-1-yl)-1H-pyrrole-2,5-dione (100 mg, 0.34 mmol) in 1,4-dioxane (10 mL) was added 2-((4-(4,4,5,5-tetramethyl-1,3,2-dioxaborolan-2-yl)phenoxy)methyl)quinoline (151 mg, 0.41 mol) under a N2 atmosphere. The reaction mixture was stirred for 30 minutes and then Na2CO3 (87 mg, 1.04 mmol), water (4 mL) and Pd(PPh3)4 (40 mg, 0.03 mmol) were added also under a N2 atmosphere. The resulting mixture was then refluxed for 16 h, dilut... As a reaction SMILES: Br[C:2]1[C:3](=[O:16])[N:4]([CH3:15])[C:5](=[O:14])[C:6]=1[N:7]1[CH2:12][CH2:11][C:10](=[O:13])[CH2:9][CH2:8]1.CC1(C)C(C)(C)OB([C:25]2[CH:42]=[CH:41][C:28]([O:29][CH2:30][C:31]3[CH:40]=[CH:39][C:38]4[C:33](=[CH:34][CH:35]=[CH:36][CH:37]=4)[N:32]=3)=[CH:27][CH:26]=2)O1.C([O-])([O-])=O.[Na+].[Na+]>O1CCOCC1.O.C1C=CC([P]([Pd]([P](C2C=CC=CC=2)(C2C=CC=CC=2)C2C=CC=CC=2)([P](C2C=CC=CC=2)(C2C=CC=CC=2)C2C=CC=CC=2)[P](C2C=CC=CC=2)(C2C=CC=CC=2)C2C=CC=CC=2)(C2C=CC=CC=2)C2C=CC=CC=2)=CC=1>[CH3:15][N:4]1[C:3](=[O:16])[C:2]([C:25]2[CH:26]=[CH:27][C:28]([O:29][CH2:30][C:31]3[CH:40]=[CH:39][C:38]4[C:33](=[CH:34][CH:35]=[CH:36][CH:37]=4)[N:32]=3)=[CH:41][CH:42]=2)=[C:6]([N:7]2[CH2:12][CH2:11][C:10](=[O:13])[CH2:9][CH2:8]2)[C:5]1=[O:14] |f:2.3.4,^1:60,62,81,100|. The product is CN1C(C(=C(C1=O)C1=CC=C(C=C1)OCC1=NC2=CC=CC=C2C=C1)N1CCC(CC1)=O)=O (1-methyl-3-(4-oxopiperidin-1-yl)-4-(4-(quinolin-2-ylmethoxy)phenyl)-1H-pyrrole-2,5-dione). The solvent is O (water), O (water), O1CCOCC1 (1,4-dioxane). Conditions: time 30 minute. Starting materials: Cl (Hydrochloric acid), BrC1=C(C=C(C=C1Cl)C(F)(F)F)Cl (1-Bromo-2,6-dichloro-4-trifluoromethylbenzene), C(=O)N1CCCCC1 (N-formylpiperidine), C(CCC)[Li] (Butyllithium). Run in C(C)OCC (diethyl ether). Reaction conditions: temperature -78 celsius. Product: ClC1=C(C=O)C(=CC(=C1)C(F)(F)F)Cl (2,6-dichloro-4-trifluoromethylbenzaldehyde). The yield is 66.6%. RXN SMILES: Br[C:2]1[C:7]([Cl:8])=[CH:6][C:5]([C:9]([F:12])([F:11])[F:10])=[CH:4][C:3]=1[Cl:13].C([Li])CCC.[CH:19](N1CCCCC1)=[O:20].Cl>C(OCC)C>[Cl:13][C:3]1[CH:4]=[C:5]([C:9]([F:12])([F:11])[F:10])[CH:6]=[C:7]([Cl:8])[C:2]=1[CH:19]=[O:20]. Procedure: 1-Bromo-2,6-dichloro-4-trifluoromethylbenzene (80 g, 0.27 mol) was dissolved in anhydrous diethyl ether (480 ml) and the solution was cooled to -78° C. Butyllithium (2.5M solution in hexane, 100 ml) was added dropwise with stirring in an atmosphere of nitrogen while maintaining the temperature below -70° C. After stirring for a further 1 hour at -78° C. N-formylpiperidine (30.8 g, 0.27 mol) was added dropwise. The mixture was stirred at -78° C. overnight and allowed to warm slowly to 0° C. Hydro... The reactants are P(=S)([S-])(OCC)OCC (O,O′-diethyl dithiophosphate), C(#N)C=1C(=CC(=C(C(=O)OC)C1)CC)C1CCC1 (methyl 5-cyano-4-cyclobutyl-2-ethylbenzoate), C(#N)C=1C(=CC(=C(C(=O)OC)C1)CC)C1CCC1 (methyl 5-cyano-4-cyclobutyl-2-ethylbenzoate), O1CCCC1 (tetrahydrofuran). As a reaction SMILES: [C:1]([C:3]1[C:4]([CH:15]2[CH2:18][CH2:17][CH2:16]2)=[CH:5][C:6]([CH2:13][CH3:14])=[C:7]([CH:12]=1)[C:8]([O:10][CH3:11])=[O:9])#[N:2].O1CCCC1.P(OCC)(OCC)([S-])=[S:25]>O>[C:1]([C:3]1[C:4]([CH:15]2[CH2:16][CH2:17][CH2:18]2)=[CH:5][C:6]([CH2:13][CH3:14])=[C:7]([CH:12]=1)[C:8]([O:10][CH3:11])=[O:9])(=[S:25])[NH2:2]. The yield is 38.1%. Procedure details: To a round-bottom flask was added a solution of methyl 5-cyano-4-cyclobutyl-2-ethylbenzoate (compound 181.5, 3.00 g, 12.3 mmol, 1.00 equiv) in a solvent mixture of tetrahydrofuran and H2O (80 mL/40 mL). To this was added O,O′-diethyl dithiophosphate (6.69 g, 35.9 mmol, 3.00 equiv) dropwise with stirring. The resulting solution was stiffed at 85° C. for 48 h (CAUTION: significant gas evolution occurs—this and all other reactions described herein should be carried out in well ventilated fume hoods... Run at time 48 hour. Run in O (H2O). Yields the product C(N)(=S)C=1C(=CC(=C(C(=O)OC)C1)CC)C1CCC1 (methyl 5-carbamothioyl-4-cyclobutyl-2-ethylbenzoate).